Dataset: the Open Reaction Database (ORD), a public repository of structured organic reaction records. Task: describe an organic reaction: reactants, conditions, products, and yield Reactants: C(C)(C)(C)OC(=O)N1CCC(CC1)C1=NC(=C(C=2N1C=NN2)C2=CC(=CC=C2)C(F)(F)F)C2=CC(=NC=C2)N[C@@H](C)C2=CC=CC=C2 (5-(1-(t-butoxycarbonyl)piperidin-4-yl)-7-(2-(1(S)-phenylethyl)amino-4-pyridyl)-8-(3-(trifluoromethyl)phenyl)-1,2,4-triazolo[4,3-c]pyrimidine), FC(C(=O)O)(F)F (trifluoroacetic acid). Run in C(Cl)Cl (methylene chloride). Yields the product N1CCC(CC1)C1=NC(=C(C=2N1C=NN2)C2=CC(=CC=C2)C(F)(F)F)C2=CC(=NC=C2)N[C@@H](C)C2=CC=CC=C2 (5-(piperidin-4-yl)-7-(2-(1(S)-phenylethyl)amino-4-pyridyl)-8-(3-(trifluoromethyl)phenyl)-1,2,4-triazolo[4,3-c]pyrimidine). RXN SMILES: C(OC([N:8]1[CH2:13][CH2:12][CH:11]([C:14]2[N:19]3[CH:20]=[N:21][N:22]=[C:18]3[C:17]([C:23]3[CH:28]=[CH:27][CH:26]=[C:25]([C:29]([F:32])([F:31])[F:30])[CH:24]=3)=[C:16]([C:33]3[CH:38]=[CH:37][N:36]=[C:35]([NH:39][C@H:40]([C:42]4[CH:47]=[CH:46][CH:45]=[CH:44][CH:43]=4)[CH3:41])[CH:34]=3)[N:15]=2)[CH2:10][CH2:9]1)=O)(C)(C)C.FC(F)(F)C(O)=O>C(Cl)Cl>[NH:8]1[CH2:9][CH2:10][CH:11]([C:14]2[N:19]3[CH:20]=[N:21][N:22]=[C:18]3[C:17]([C:23]3[CH:28]=[CH:27][CH:26]=[C:25]([C:29]([F:31])([F:30])[F:32])[CH:24]=3)=[C:16]([C:33]3[CH:38]=[CH:37][N:36]=[C:35]([NH:39][C@H:40]([C:42]4[CH:43]=[CH:44][CH:45]=[CH:46][CH:47]=4)[CH3:41])[CH:34]=3)[N:15]=2)[CH2:12][CH2:13]1. Procedure: 5-(1-(t-butoxycarbonyl)piperidin-4-yl)-7-(2-(1(S)-phenylethyl)amino-4-pyridyl)-8-(3-(trifluoromethyl)phenyl)-1,2,4-triazolo[4,3-c]pyrimidine (0.03 g, 0.05 mmol) and trifluoroacetic acid (1 ml) were combined in methylene chloride (5 ml) and maintained at room temperature for 24 hours. The solution was concentrated and the residue was partitioned between methylene chloride and 10% sodium carbonate. The organic layer was separated, dried over sodium sulfate, filtered and the solvent evaporated to g... Starting materials: C(C1=CC=CC=C1)N1C=C2C=CC=C3C2(CC1)C1=C(O3)C(=CC=C1)OC (3-benzyl-9-methoxy-2,3-dihydro-1H-benzofuro[3,2-e]isoquinoline), C(C=C)(=O)OC (methyl acrylate), C1=CC=CC=2SC3=CC=CC=C3NC12 (phenothiazine), 3-cyclopropylmethyl-9-methoxy-5-methoxycarbonyl-1,2,5,6,7,7a-hexahydro-4a,7-ethenobenzofuro[3,2-e]isoquinolin-4(3H)-one, C(=C)C(=O)C (methyl vinyl ketone), [OH-].[Na+] (sodium hydroxide). The reagents and catalysts are [Pd] (Pd/C). Run in O1CCCC1 (tetrahydrofuran). Product: C(=O)(O)C1CC2C3C4(CCN(C(C14CC2)=O)CC2CC2)C2=C(O3)C(=CC=C2)OC (5-carboxy-3-cyclopropylmethyl-9-methoxy-1,2,5,6,7,7a-hexahydro-4a,7-ethanobenzofuro[3,2-e]isoquinolin-4(3H)-one). As a reaction SMILES: [CH2:1]([N:8]1[CH2:17][CH2:16][C:15]23[C:18]4[CH:24]=[CH:23][CH:22]=[C:21]([O:25][CH3:26])[C:19]=4[O:20][C:14]2=[CH:13][CH:12]=[CH:11][C:10]3=[CH:9]1)[C:2]1[CH:7]=[CH:6]C=CC=1.[C:27]([O:31]C)(=[O:30])[CH:28]=[CH2:29].C1C2NC3C(=CC=CC=3)SC=2C=CC=1.C(C(C)=[O:50])=C.[OH-].[Na+]>[Pd].O1CCCC1>[C:27]([CH:28]1[C:10]23[CH2:11][CH2:12][CH:13]([CH:14]4[O:20][C:19]5[C:21]([O:25][CH3:26])=[CH:22][CH:23]=[CH:24][C:18]=5[C:15]42[CH2:16][CH2:17][N:8]([CH2:1][CH:2]2[CH2:7][CH2:6]2)[C:9]3=[O:50])[CH2:29]1)([OH:31])=[O:30] |f:4.5|. Procedure: A mixture of 1.50 g of 3-cyclopropylmethyl-9-methoxy-2,3-dihydro-1H-benzofuro[3,2-e]isoquinolin-4-(7aH)-one (III; ##STR26## R2 =OMe), 10 mL of methyl acrylate and 0.01 g of phenothiazine, contained in an evacuated and sealed Carius tube, was heated to 130° for 6 hours. Removal of the excess methyl acrylate gave 2.17 g of 3:1 mixture of two isomers of 3-cyclopropylmethyl-9-methoxy-5-methoxycarbonyl-1,2,5,6,7,7a-hexahydro-4a,7-ethenobenzofuro[3,2-e]isoquinolin-4(3H)-one (IV; ##STR27## R2 =OMe, R3 ... Starting materials: CCCCCCc1ccc(C(Cl)=Cc2ccc(Br)cc2)cc1, C1COCCO1, CO, [K+], [OH-], O. The product is CCCCCCc1ccc(C#Cc2ccc(Br)cc2)cc1. As a reaction SMILES: [Br:1][c:2]1[cH:3][cH:4][c:5]([CH:8]=[C:9]([c:10]2[cH:11][cH:12][c:13]([CH2:16][CH2:17][CH2:18][CH2:19][CH2:20][CH3:21])[cH:14][cH:15]2)[Cl:22])[cH:6][cH:7]1.[CH2:25]1[O:26][CH2:27][CH2:28][O:29][CH2:30]1.[CH3:31][OH:32].[K+:24].[OH-:23].[OH2:33]>>[Br:1][c:2]1[cH:3][cH:4][c:5]([C:8]#[C:9][c:10]2[cH:11][cH:12][c:13]([CH2:16][CH2:17][CH2:18][CH2:19][CH2:20][CH3:21])[cH:14][cH:15]2)[cH:6][cH:7]1. Starting materials: COC(=O)c1cccc2oc(C(C)(C)C)nc12, CO, N. The product is CC(C)(C)c1nc2c(C(N)=O)cccc2o1. Reaction SMILES: [C:1]([CH3:2])([CH3:3])([CH3:4])[c:5]1[o:6][c:7]2[c:8]([n:9]1)[c:10]([C:14]([O:16][CH3:15])=[O:17])[cH:11][cH:12][cH:13]2.[CH3:19][OH:20].[NH3:18]>>[C:1]([CH3:2])([CH3:3])([CH3:4])[c:5]1[o:6][c:7]2[c:8]([n:9]1)[c:10]([C:14](=[O:16])[NH2:18])[cH:11][cH:12][cH:13]2. The reactants are FC=1C=C(C=CC1F)C1=NC(=NO1)C=1C=NC=NC1 (5-(3,4-Difluorophenyl)-3-(pyrimidin-5-yl)-1,2,4-oxadiazole), O.C1(=CC=C(C=C1)S(=O)(=O)O)C (p-toluenesulfonic acid monohydrate). Run in C(C)(=O)OCC (ethyl acetate), C(C)(=O)OCC (ethyl acetate). The product is S(=O)(=O)(O)C1=CC=C(C)C=C1.FC=1C=C(C=CC1F)C1=NC(=NO1)C=1C=NC=NC1 (5-(3,4-Difluorophenyl)-3-(pyrimidin-5-yl)-1,2,4-oxadiazole tosylate). Reaction SMILES: [F:1][C:2]1[CH:3]=[C:4]([C:9]2[O:13][N:12]=[C:11]([C:14]3[CH:15]=[N:16][CH:17]=[N:18][CH:19]=3)[N:10]=2)[CH:5]=[CH:6][C:7]=1[F:8].O.[C:21]1([CH3:31])[CH:26]=[CH:25][C:24]([S:27]([OH:30])(=[O:29])=[O:28])=[CH:23][CH:22]=1>C(OCC)(=O)C>[S:27]([C:24]1[CH:25]=[CH:26][C:21]([CH3:31])=[CH:22][CH:23]=1)([OH:30])(=[O:29])=[O:28].[F:1][C:2]1[CH:3]=[C:4]([C:9]2[O:13][N:12]=[C:11]([C:14]3[CH:15]=[N:16][CH:17]=[N:18][CH:19]=3)[N:10]=2)[CH:5]=[CH:6][C:7]=1[F:8] |f:1.2,4.5|. Reported procedure: A solution of the product of Example 101A (52 mg, 0.2 mmol) in ethyl acetate (5 mL) was stirred with a solution of p-toluenesulfonic acid monohydrate (Aldrich, 46.0 mg, 0.24 mmol) in ethyl acetate (1.0 mL) at ambient temperature for 10 hours. The precipitates were collected by filtration and dried to give the title compound. 1H NMR (300 MHz, CDCl3) δ 2.40 (s, 3 H), 7.25 (d, J=8.2 Hz, 2 H), 7.36-7.53 (m, 1 H), 7.83 (d, J=8.3 Hz, 2 H), 8.03-8.12 (m, 2 H), 9.57 (s, 1 H), 9.71 (s, 2 H); MS (DCI/NH3)... The reactants are CC(=O)c1ccc(N)c(C(=O)c2ccc(F)cc2F)c1, CS(=O)(=O)Cl, c1ccncc1, c1ccccc1. Product: CC(=O)c1ccc(NS(C)(=O)=O)c(C(=O)c2ccc(F)cc2F)c1. Reaction SMILES: [C:1]([CH3:2])(=[O:3])[c:4]1[cH:5][cH:6][c:7]([NH2:20])[c:8]([C:9](=[O:10])[c:11]2[c:12]([F:18])[cH:13][c:14]([F:17])[cH:15][cH:16]2)[cH:19]1.[CH3:21][S:22]([Cl:23])(=[O:24])=[O:25].[cH:26]1[cH:27][cH:28][n:29][cH:30][cH:31]1.[cH:32]1[cH:33][cH:34][cH:35][cH:36][cH:37]1>>[C:1]([CH3:2])(=[O:3])[c:4]1[cH:5][cH:6][c:7]([NH:20][S:22]([CH3:21])(=[O:24])=[O:25])[c:8]([C:9](=[O:10])[c:11]2[c:12]([F:18])[cH:13][c:14]([F:17])[cH:15][cH:16]2)[cH:19]1. The reactants are OC1=C(C=C(C(=O)O)C=C1)[N+](=O)[O-] (4-hydroxy-3-nitrobenzoic acid). The reagents and catalysts are [Pd] (Pd/C). The solvent is CO (MeOH). Conditions: time 8 hour. Product: NC=1C=C(C(=O)O)C=CC1O (3-amino-4-hydroxybenzoic acid). Yield: 95.7%. As a reaction SMILES: [OH:1][C:2]1[CH:10]=[CH:9][C:5]([C:6]([OH:8])=[O:7])=[CH:4][C:3]=1[N+:11]([O-])=O>CO.[Pd]>[NH2:11][C:3]1[CH:4]=[C:5]([CH:9]=[CH:10][C:2]=1[OH:1])[C:6]([OH:8])=[O:7]. Reported procedure: A mixture of 4-hydroxy-3-nitrobenzoic acid (10 g, 1.0 eq) and 2 g Pd/C in 100 mL MeOH was stirred at rt under H2 (1 atm) overnight, and then filtered. The filtrate was concentrated under reduced pressure to afford the desired product (8.0 g, 95%). 1H NMR (400 MHz, DMSO-d6) δ 10.00 (brs, 1H), 7.19 (s, 1H), 7.07 (d, J=8.4 Hz, 1H), 6.67 (d, J=8.4 Hz, 1H).